From a dataset of the Open Reaction Database (ORD), a public repository of structured organic reaction records. describe an organic reaction: reactants, conditions, products, and yield Reactants: C(CCC)N1C(CCC1)COC1=CC=C(C=C1)[N+](=O)[O-] (1-butyl-2-[(4-nitrophenoxy)methyl]pyrrolidine), O.O.[Sn](Cl)Cl (tin(II) chloride dihydrate). The solvent is C(C)O (ethanol). Product: C(CCC)N1C(CCC1)COC1=CC=C(C=C1)N (4-[(1-Butyl-2-pyrrolidinyl)methoxy]benzenamine). Reaction SMILES: [CH2:1]([N:5]1[CH2:9][CH2:8][CH2:7][CH:6]1[CH2:10][O:11][C:12]1[CH:17]=[CH:16][C:15]([N+:18]([O-])=O)=[CH:14][CH:13]=1)[CH2:2][CH2:3][CH3:4].O.O.[Sn](Cl)Cl>C(O)C>[CH2:1]([N:5]1[CH2:9][CH2:8][CH2:7][CH:6]1[CH2:10][O:11][C:12]1[CH:17]=[CH:16][C:15]([NH2:18])=[CH:14][CH:13]=1)[CH2:2][CH2:3][CH3:4] |f:1.2.3|. Reported procedure: In a manner similar to Preparation 44 react 1-butyl-2-[(4-nitrophenoxy)methyl]pyrrolidine with tin(II) chloride dihydrate in ethanol to obtain the title compound. Starting materials: CC=1C(=C(C(=C(O)C1)C)C)O (trimethylhydroquinone), FC(C(=O)O)(F)F (trifluoroacetic acid), O (water), CC(C)CCCC(C)CCCC(C)CCCC(C)(C=C)O (Isophytol). The solvent is CCCCCC (hexane). Run at time 30 minute. Yields the product CC1=C(C2=C(C(=C1O)C)CC[C@@](O2)(C)CCC[C@H](C)CCC[C@H](C)CCCC(C)C)C (α-tocopherol). Yield: 79.9%. RXN SMILES: [CH3:1][CH:2]([CH2:4][CH2:5][CH2:6][CH:7]([CH2:9][CH2:10][CH2:11][CH:12]([CH2:14][CH2:15][CH2:16][C:17]([OH:21])([CH:19]=[CH2:20])[CH3:18])[CH3:13])[CH3:8])[CH3:3].[CH3:22][C:23]1[C:24]([OH:32])=[C:25]([CH3:31])[C:26]([CH3:30])=[C:27]([CH:29]=1)O.FC(F)(F)C(O)=O.O>CCCCCC>[CH3:31][C:25]1[C:24]([OH:32])=[C:23]([CH3:22])[C:29]2[CH2:20][CH2:19][C@:17]([CH2:16][CH2:15][CH2:14][C@@H:12]([CH2:11][CH2:10][CH2:9][C@@H:7]([CH2:6][CH2:5][CH2:4][CH:2]([CH3:1])[CH3:3])[CH3:8])[CH3:13])([CH3:18])[O:21][C:27]=2[C:26]=1[CH3:30]. Procedure details: Isophytol (98%, 25.5 g.) was added, dropwise, over three hours to a mixture of trimethylhydroquinone (14.5 g.), trifluoroacetic acid (65 ml.) and water (10 ml.). The product was diluted with hexane (200 ml.), washed with methanol-water (1:1, v:v)(3×100 ml.) and saturated aqueous sodium bicarbonate solution (100 ml.). A 1% by weight solution of potassium hydroxide in methanol (100 ml.) was added and the mixture was stirred at room temperature for 30 minutes. Then 2N aqueous hydrochloric acid (100... Starting materials: C(CCCC)S(=O)(=O)O (1-Pentanesulfonic acid), [Na] (sodium), S(=O)(Cl)Cl (Thionyl chloride). Conditions: temperature 60 celsius. Product: C(CCCC)S(=O)(=O)Cl (1-Pentanesulfonyl Chloride). The yield is 61.0%. Reaction SMILES: [CH2:1]([S:6]([OH:9])(=O)=[O:7])[CH2:2][CH2:3][CH2:4][CH3:5].[Na].S(Cl)([Cl:13])=O>>[CH2:1]([S:6]([Cl:13])(=[O:9])=[O:7])[CH2:2][CH2:3][CH2:4][CH3:5] |^1:9|. Procedure: 1-Pentanesulfonic acid, sodium salt (10 g, 57.5 mmol) was charged into a 250 ml round bottom flask (allow headroom). Thionyl chloride (20 mL) is added; gas evolves, and a while solid forms. The mixture is heated at 60° C. for 3 hours. The solvents are removed in vacuo; toluene is added and removed in vacuo to remove residue of SOCl2. The residue is partitioned between CH2Cl2 and ice water; the organic layer is dried over Na2SO4. The crude product is purified by distillation (bp 54-56° C. @ 0.5 m...